This data is from the Open Reaction Database (ORD), a public repository of structured organic reaction records. The task is: describe an organic reaction: reactants, conditions, products, and yield The reactants are CN(C)NCc1cccnc1, CNC(=S)N(C)Cc1ccc(Cl)nc1, NCc1ccc(Cl)nc1Cl. The product is CN=C(SC)N(C)Cc1ccc(Cl)nc1. RXN SMILES: [CH3:15][N:16]([CH3:17])[NH:18][CH2:19][c:20]1[cH:21][n:22][cH:23][cH:24][cH:25]1.[Cl:1][c:2]1[cH:3][cH:4][c:5]([CH2:8][N:9]([C:10](=[S:11])[NH:12][CH3:13])[CH3:14])[cH:6][n:7]1.[Cl:26][c:27]1[c:28]([CH2:29][NH2:30])[cH:31][cH:32][c:33]([Cl:34])[n:35]1>>[Cl:1][c:2]1[cH:3][cH:4][c:5]([CH2:8][N:9]([C:10]([S:11][CH3:15])=[N:12][CH3:13])[CH3:14])[cH:6][n:7]1. Reactants: CCOC(=O)CP(=O)(OCC)OCC, Cc1c(C)c2c(c(C)c1NC(=O)CC(C)(C)C)C(c1cccc(C=O)c1)CO2, [H-], [Na+], CN(C)C=O, O. Yields the product CCOC(=O)C=Cc1cccc(C2COc3c(C)c(C)c(NC(=O)CC(C)(C)C)c(C)c32)c1. As a reaction SMILES: [CH2:3]([O:4][P:5]([O:6][CH2:7][CH3:8])(=[O:9])[CH2:11][C:12](=[O:13])[O:14][CH2:15][CH3:16])[CH3:10].[CH:17](=[O:18])[c:19]1[cH:20][c:21]([CH:25]2[CH2:26][O:27][c:28]3[c:29]2[c:30]([CH3:44])[c:31]([NH:36][C:37]([CH2:38][C:39]([CH3:40])([CH3:41])[CH3:42])=[O:43])[c:32]([CH3:35])[c:33]3[CH3:34])[cH:22][cH:23][cH:24]1.[H-:1].[Na+:2].[O:46]=[CH:47][N:48]([CH3:49])[CH3:50].[OH2:45]>>[CH:11]([C:12](=[O:13])[O:14][CH2:15][CH3:16])=[CH:17][c:19]1[cH:20][c:21]([CH:25]2[CH2:26][O:27][c:28]3[c:29]2[c:30]([CH3:44])[c:31]([NH:36][C:37]([CH2:38][C:39]([CH3:40])([CH3:41])[CH3:42])=[O:43])[c:32]([CH3:35])[c:33]3[CH3:34])[cH:22][cH:23][cH:24]1.